This data is from the Open Reaction Database (ORD), a public repository of structured organic reaction records. The task is: describe an organic reaction: reactants, conditions, products, and yield Starting materials: B(c1ccccc1)(O)O (effective_coupling_partner), CC(C)(C)C(=O)Oc2c1ccccc1cc3ccccc23 (substrate). The reagents and catalysts are PPh3. Reaction conditions: temperature 100 celsius, time 24 hour. The product is c4ccc(c2c1ccccc1cc3ccccc23)cc4. Solvent: C(C)(C)O (isopropanol). Product: C1(CCCCC1)N1C2=C(N(C(C(C1)(F)F)=O)C)C=NC(=N2)NC2=C(C=C(C(=O)NCCN(C)C)C=C2)OC (4-(9-cyclohexyl-7,7-difluoro-5-methyl-6-oxo-6,7,8,9-tetrahydro-5H-pyrimido[4,5-b][1,4]diazepin-2-ylamino)-N-(2-dimethylamino-ethyl)-3-methoxy-benzamide). Isolated yield 72.0%. Starting materials: ClC=1N=CC2=C(N(CC(C(N2C)=O)(F)F)C2CCCCC2)N1 (2-chloro-9-cyclohexyl-7,7-difluoro-5-methyl-5,7,8,9-tetrahydro-pyrimido[4,5-b][1,4]diazepin-6-one), O.C=1(C(=CC=CC1)S(=O)(=O)O)C (toluenesulfonic acid monohydrate), NC1=C(C=C(C(=O)NCCN(C)C)C=C1)OC (4-amino-N-(2-dimethylamino-ethyl)-3-methoxy-benzamide). RXN SMILES: Cl[C:2]1[N:3]=[CH:4][C:5]2[N:11]([CH3:12])[C:10](=[O:13])[C:9]([F:15])([F:14])[CH2:8][N:7]([CH:16]3[CH2:21][CH2:20][CH2:19][CH2:18][CH2:17]3)[C:6]=2[N:22]=1.O.C1(C)C(S(O)(=O)=O)=CC=CC=1.[NH2:35][C:36]1[CH:49]=[CH:48][C:39]([C:40]([NH:42][CH2:43][CH2:44][N:45]([CH3:47])[CH3:46])=[O:41])=[CH:38][C:37]=1[O:50][CH3:51]>C(O)(C)C>[CH:16]1([N:7]2[CH2:8][C:9]([F:15])([F:14])[C:10](=[O:13])[N:11]([CH3:12])[C:5]3[CH:4]=[N:3][C:2]([NH:35][C:36]4[CH:49]=[CH:48][C:39]([C:40]([NH:42][CH2:43][CH2:44][N:45]([CH3:46])[CH3:47])=[O:41])=[CH:38][C:37]=4[O:50][CH3:51])=[N:22][C:6]2=3)[CH2:21][CH2:20][CH2:19][CH2:18][CH2:17]1 |f:1.2|. Procedure: A mixture of 0.0642 g (0.194 mmole) 2-chloro-9-cyclohexyl-7,7-difluoro-5-methyl-5,7,8,9-tetrahydro-pyrimido[4,5-b][1,4]diazepin-6-one (VII-246), 0.0542 g (0.29 mmole) of toluenesulfonic acid monohydrate, 0.0451 g (0.194 mmole) of 4-amino-N-(2-dimethylamino-ethyl)-3-methoxy-benzamide and 1 mL of isopropanol was heated in a sealed vessel at 140 degrees for 16 hours, cooled and concentrated under reduced pressure. The residue taken up in ethyl acetate and washed successively with 50 mL of saturated... Procedure: 2-[3-(2-Isopropylamino-pyrimidin-4-yl)-imidazo[1,2-a]pyrazin-8-ylamino]-ethanol was prepared by a process analogous to that described in Example 12 starting from 2-(3-bromo-imidazo[1,2-a]pyrazin-8-ylamino)-ethanol (from Example 2 supra), 2-methylsulfanyl-4-tributylstannanyl-pyrimidine, and isopropylamine. LC-MS: [M+H]+ 314.3. The product is C(C)(C)NC1=NC=CC(=N1)C1=CN=C2N1C=CN=C2NCCO (2-[3-(2-Isopropylamino-pyrimidin-4-yl)-imidazo[1,2-a]pyrazin-8-ylamino]-ethanol). RXN SMILES: Br[C:2]1[N:6]2[CH:7]=[CH:8][N:9]=[C:10]([NH:11][CH2:12][CH2:13][OH:14])[C:5]2=[N:4][CH:3]=1.CS[C:17]1[N:22]=[C:21]([Sn](CCCC)(CCCC)CCCC)[CH:20]=[CH:19][N:18]=1.[CH:36]([NH2:39])([CH3:38])[CH3:37]>>[CH:36]([NH:39][C:17]1[N:18]=[C:19]([C:2]2[N:6]3[CH:7]=[CH:8][N:9]=[C:10]([NH:11][CH2:12][CH2:13][OH:14])[C:5]3=[N:4][CH:3]=2)[CH:20]=[CH:21][N:22]=1)([CH3:38])[CH3:37]. Reactants: BrC1=CN=C2N1C=CN=C2NCCO (2-(3-bromo-imidazo[1,2-a]pyrazin-8-ylamino)-ethanol), CSC1=NC=CC(=N1)[Sn](CCCC)(CCCC)CCCC (2-methylsulfanyl-4-tributylstannanyl-pyrimidine), C(C)(C)N (isopropylamine). RXN SMILES: [CH3:1][O:2][C:3]1[CH:4]=[C:5]2[C:10](=[CH:11][C:12]=1[O:13][CH3:14])[C:8](=[O:9])[O:7][CH2:6]2.[Br:15]N1C(=O)CCC1=O>C(Cl)(Cl)(Cl)Cl>[Br:15][CH:6]1[C:5]2[C:10](=[CH:11][C:12]([O:13][CH3:14])=[C:3]([O:2][CH3:1])[CH:4]=2)[C:8](=[O:9])[O:7]1. Reported procedure: 5,6-Dimethoxyphthalide (5.82 g; 0.03 mole.), N-bromosuccinimide (5.34 g; 0.03 mole.) and α-azo-isobutyronitrile (0.1 g.) were gently refluxed in dry carbon tetrachloride (150 ml.) for 2 hours. The solvent is C(Cl)(Cl)(Cl)Cl (carbon tetrachloride). Product: BrC1OC(=O)C2=CC(=C(C=C12)OC)OC (3-Bromo-5,6-Dimethoxy-Phthalide). Reactants: COC=1C=C2COC(=O)C2=CC1OC (5,6-Dimethoxyphthalide), BrN1C(CCC1=O)=O (N-bromosuccinimide), α-azo-isobutyronitrile. The reactants are FC(C(=O)O)(F)F (trifluoroacetic acid), ClC1=CC=C(C=C1)C(C)(O)C1C(C1)C#N (2-[1-(4-Chlorophenyl)-1-hydroxyethyl]cyclopropanecarbonitrile), CSCC=1C=CC=C2C=CNC12 (7-[(Methylsulfanyl)methyl]-1H-indole), [Cl-].[In+3].[Cl-].[Cl-] (indium(III) chloride). The solvent is ClCCl (dichloromethane), ClCCl (dichloromethane). Reaction conditions: time 1 hour. The product is ClC1=CC=C(C=C1)C(C)(C1=CNC2=C(C=CC=C12)CSC)C1C(C1)C#N (2-[1-(4-Chlorophenyl)-1-{7-[(methylsulfanyl)methyl]-1H-indol-3-yl}ethyl]cyclopropanecarbonitrile). As a reaction SMILES: [Cl:1][C:2]1[CH:7]=[CH:6][C:5]([C:8]([CH:11]2[CH2:13][CH:12]2[C:14]#[N:15])(O)[CH3:9])=[CH:4][CH:3]=1.[CH3:16][S:17][CH2:18][C:19]1[CH:20]=[CH:21][CH:22]=[C:23]2[C:27]=1[NH:26][CH:25]=[CH:24]2.[Cl-].[In+3].[Cl-].[Cl-].FC(F)(F)C(O)=O>ClCCl>[Cl:1][C:2]1[CH:7]=[CH:6][C:5]([C:8]([CH:11]2[CH2:13][CH:12]2[C:14]#[N:15])([C:24]2[C:23]3[C:27](=[C:19]([CH2:18][S:17][CH3:16])[CH:20]=[CH:21][CH:22]=3)[NH:26][CH:25]=2)[CH3:9])=[CH:4][CH:3]=1 |f:2.3.4.5|. Reported procedure: 150 mg (0.68 mmol) of the compound from Example 75A and 120 mg (0.68 mmol) of the compound from Example 8A were introduced into 4 ml of dichloromethane at 0° C., 157 mg (0.71 mmol) of indium(III) chloride were added, and the mixture was stirred at RT for 1 h and under reflux for 0.5 h. After cooling, 0.05 ml (0.68 mmol) of trifluoroacetic acid was added, and the mixture was stirred under reflux for 5 min. It was diluted with dichloromethane, washed with saturated aqueous sodium bicarbonate solut... Starting materials: C(C)(C)NC(C)C (di-iso-propylamine), C(CCC)[Li] (n-butyl lithium), solution, ClC(C(Cl)(Cl)Cl)(Cl)Cl (hexachloroethane), FC=1C=C(C=CC1)S(=O)(=O)NC1=NC=CN=C1OC (3-fluoro-N-(3-methoxy-2-pyrazinyl)benzenesulphonamide), C(C)(C)[N-]C(C)C.[Li+] (lithium di-iso-propylamide). The solvent is hexanes, O1CCCC1 (tetrahydrofuran). Product: ClC1=C(C=CC=C1F)S(=O)(=O)NC1=NC=CN=C1OC (2-Chloro-3-fluoro-N-(3-methoxy-2-pyrazinyl)benzenesulphonamide). Yield: 29.0%. RXN SMILES: [F:1][C:2]1[CH:3]=[C:4]([S:8]([NH:11][C:12]2[C:17]([O:18][CH3:19])=[N:16][CH:15]=[CH:14][N:13]=2)(=[O:10])=[O:9])[CH:5]=[CH:6][CH:7]=1.C([N-]C(C)C)(C)C.[Li+].C(NC(C)C)(C)C.C([Li])CCC.[Cl:40]C(Cl)(Cl)C(Cl)(Cl)Cl>O1CCCC1>[Cl:40][C:3]1[C:2]([F:1])=[CH:7][CH:6]=[CH:5][C:4]=1[S:8]([NH:11][C:12]1[C:17]([O:18][CH3:19])=[N:16][CH:15]=[CH:14][N:13]=1)(=[O:10])=[O:9] |f:1.2|. Procedure details: Prepared as for Example 130, 3-fluoro-N-(3-methoxy-2-pyrazinyl)benzenesulphonamide (Example 131a) (0.283 g), lithium di-iso-propylamide (prepared from di-iso-propylamine (0.30 g) and n-butyl lithium (0.96 mL of a 2.5M solution in hexanes)) and hexachloroethane (0.994 g) in anhydrous tetrahydrofuran (20 mL) afforded the titled compound (0.092 g) as a white solid after re-crystallisation from tert-butyl methylether. Reactants: CCOC(C)=O, N#Cc1cccc(C(O)C2CC2)c1, O=C(O)c1ccccc1I(=O)=O. Product: N#Cc1cccc(C(=O)C2CC2)c1. RXN SMILES: [CH3:26][CH2:27][O:28][C:29]([CH3:30])=[O:31].[CH:13]1([CH:16]([c:17]2[cH:18][c:19]([C:20]#[N:21])[cH:22][cH:23][cH:24]2)[OH:25])[CH2:14][CH2:15]1.[I:1]([c:2]1[cH:3][cH:4][cH:5][cH:6][c:7]1[C:8]([OH:9])=[O:10])(=[O:11])=[O:12]>>[CH:13]1([C:16]([c:17]2[cH:18][c:19]([C:20]#[N:21])[cH:22][cH:23][cH:24]2)=[O:25])[CH2:14][CH2:15]1. As a reaction SMILES: [CH3:21][C:22](=[O:23])[CH3:24].[OH:1][CH:2]([C:3]#[C:4][C:5](=[O:6])[OH:7])[CH2:8][CH2:9][c:10]1[cH:11][cH:12][cH:13][cH:14][cH:15]1.[S:16](=[O:17])(=[O:18])([OH:19])[OH:20]>>[O:1]=[C:2]([C:3]#[C:4][C:5](=[O:6])[OH:7])[CH2:8][CH2:9][c:10]1[cH:11][cH:12][cH:13][cH:14][cH:15]1. Yields the product O=C(O)C#CC(=O)CCc1ccccc1. Reactants: CC(C)=O, O=C(O)C#CC(O)CCc1ccccc1, O=S(=O)(O)O. Reactants: c1(c(ccc(c1)C(F)(F)F)O)B(O)O, c1cnc(cc1Br)N. The reagents and catalysts are c1ccc(cc1)-c2c3ccccc3cc4ccccc24 (9-Phenylanthracene), Â C(=O)(O)[O-].[Na+]Â Â  (NaHCO3), O (water), P(C1CCCC1)(c1ccccc1)c1ccccc1.P(C1CCCC1)(c1ccccc1)c1ccccc1.C(Cl)Cl.[Pd](Cl)Cl.[Fe] (Pd(dppf)2Cl2). Solvent: C1CCOC1 (THF). Run at temperature 100 celsius, time 18 hour. Yields the product Nc1cc(ccn1)c2cc(ccc2O)C(F)(F)F. RXN SMILES: [NH2:1][c:2]1[n:7][cH:6][cH:5][c:4](Br)[cH:3]1.OB([c:8]1[c:13]([OH:14])[cH:12][cH:11][c:10]([C:15]([F:18])([F:17])[F:16])[cH:9]1)O>>[NH2:1][c:2]1[n:7][cH:6][cH:5][c:4]([c:8]2[c:13]([OH:14])[cH:12][cH:11][c:10]([C:15]([F:18])([F:17])[F:16])[cH:9]2)[cH:3]1.